Dataset: the Open Reaction Database (ORD), a public repository of structured organic reaction records. Task: describe an organic reaction: reactants, conditions, products, and yield Starting materials: C1(CCCC1)CO (cyclopentanemethanol), C1(=CC=C(C=C1)S(=O)(=O)Cl)C (4-toluenesulfonyl chloride), O (water). The solvent is N1=CC=CC=C1 (pyridine). Run at time 2 hour. The product is desired intermediate, CC1=CC=C(C=C1)S(=O)(=O)OCC1CCCC1 (cyclopentylmethyl (4-methylphenyl)sulfonate). Yield: 87.5%. As a reaction SMILES: [CH:1]1([CH2:6][OH:7])[CH2:5][CH2:4][CH2:3][CH2:2]1.[C:8]1([CH3:18])[CH:13]=[CH:12][C:11]([S:14](Cl)(=[O:16])=[O:15])=[CH:10][CH:9]=1.O>N1C=CC=CC=1>[CH3:18][C:8]1[CH:13]=[CH:12][C:11]([S:14]([O:7][CH2:6][CH:1]2[CH2:5][CH2:4][CH2:3][CH2:2]2)(=[O:16])=[O:15])=[CH:10][CH:9]=1. Reported procedure: (Bromomethyl)cyclopentane was obtained by the following procedure. A solution of commercially available cyclopentanemethanol (20 g) in dry pyridine (220 ml) was stirred at 0° while 4-toluenesulfonyl chloride (42 g) was added. The mixture was stirred at 0° for two hours, and was then held without stirring at 4° overnight. It was then poured into water and the product was extracted into dichloromethane. The dichloromethane extract was washed with 10% (w/v) HCl solution, water, and brine in success...